Dataset: the Open Reaction Database (ORD), a public repository of structured organic reaction records. Task: describe an organic reaction: reactants, conditions, products, and yield Reported procedure: A mixture of 600 mg (2.13 mmoles) 1-(1,1-dimethylethyl)-1,4-dihydro-6,7-difluoro-4-oxo-3-quinolinecarboxylic acid, 700 mg (3.2 mmoles) of 3-trifluoroacetylamino pyrrolidine hydrochloride and 1.3 mL (8.5 mmoles) of 1,8-diazabicyclo[5.4.0]undec-7-ene in 3 mL pyridine was stirred 30 minutes at room temperature, evaporated to dryness and poured into water. The pH was adjusted to 7.5 with 1N hydrochloric acid. The precipitate was filtered to give 430 mg of 7-(3-trifluoroacetylamino-1-pyrrolidinyl)-1-... The solvent is N1=CC=CC=C1 (pyridine). Isolated yield 45.5%. The product is FC(C(=O)NC1CN(CC1)C1=C(C=C2C(C(=CN(C2=C1)C(C)(C)C)C(=O)O)=O)F)(F)F (7-(3-trifluoroacetylamino-1-pyrrolidinyl)-1-(1,1-dimethylethyl)-1,4-dihydro-6-fluoro-4-oxo-3-quinolinecarboxylic acid). Reactants: CC(C)(C)N1C=C(C(C2=CC(=C(C=C12)F)F)=O)C(=O)O (1-(1,1-dimethylethyl)-1,4-dihydro-6,7-difluoro-4-oxo-3-quinolinecarboxylic acid), Cl.FC(C(=O)NC1CNCC1)(F)F (3-trifluoroacetylamino pyrrolidine hydrochloride), N12CCCCCC2=NCCC1 (1,8-diazabicyclo[5.4.0]undec-7-ene). Run at time 30 minute. As a reaction SMILES: [CH3:1][C:2]([N:5]1[C:14]2[C:9](=[CH:10][C:11]([F:16])=[C:12](F)[CH:13]=2)[C:8](=[O:17])[C:7]([C:18]([OH:20])=[O:19])=[CH:6]1)([CH3:4])[CH3:3].Cl.[F:22][C:23]([F:33])([F:32])[C:24]([NH:26][CH:27]1[CH2:31][CH2:30][NH:29][CH2:28]1)=[O:25].N12CCCN=C1CCCCC2>N1C=CC=CC=1>[F:33][C:23]([F:22])([F:32])[C:24]([NH:26][CH:27]1[CH2:31][CH2:30][N:29]([C:12]2[CH:13]=[C:14]3[C:9]([C:8](=[O:17])[C:7]([C:18]([OH:20])=[O:19])=[CH:6][N:5]3[C:2]([CH3:4])([CH3:1])[CH3:3])=[CH:10][C:11]=2[F:16])[CH2:28]1)=[O:25] |f:1.2|. Reactants: C(C1=CC=CC=C1)(=O)C1CN(CC1)C(=O)OC(C)(C)C (tert-butyl 3-benzoylpyrrolidine-1-carboxylate), [BH4-].[Na+] (NaBH4). Solvent: CO (methanol). As a reaction SMILES: [C:1]([CH:9]1[CH2:13][CH2:12][N:11]([C:14]([O:16][C:17]([CH3:20])([CH3:19])[CH3:18])=[O:15])[CH2:10]1)(=[O:8])[C:2]1[CH:7]=[CH:6][CH:5]=[CH:4][CH:3]=1.[BH4-].[Na+]>CO>[OH:8][CH:1]([C:2]1[CH:3]=[CH:4][CH:5]=[CH:6][CH:7]=1)[CH:9]1[CH2:13][CH2:12][N:11]([C:14]([O:16][C:17]([CH3:19])([CH3:20])[CH3:18])=[O:15])[CH2:10]1 |f:1.2|. Reaction conditions: time 3 day. The product is OC(C1CN(CC1)C(=O)OC(C)(C)C)C1=CC=CC=C1 (tert-Butyl 3-(hydroxy(phenyl)methyl)pyrrolidine-1-carboxylate). Procedure details: To a stirred solution of tert-butyl 3-benzoylpyrrolidine-1-carboxylate (0.77 g, 2.8 mmol) in methanol (40 mL) was added granular NaBH4 (0.21 g, 5.6 mmol). The mixture was stirred at rt for 3 d and solvent was removed under reduced pressure. The residue was taken up in 5% aq HCl (50 mL) and extracted with ether (2×100 mL). The combined ether extracts were washed with satd aq NaHCO3 (25 mL) and dried over MgSO4. Removal of the solvent left tert-butyl 3-(hydroxy(phenyl)methyl)pyrrolidine-1-carboxyl...